This data is from the Open Reaction Database (ORD), a public repository of structured organic reaction records. The task is: describe an organic reaction: reactants, conditions, products, and yield Starting materials: CC1=C(N)C=CC(=C1)F (2-methyl-4-fluoroaniline), CC=1C(=NC(=NC1C)Cl)N1C(C2=CC=CC=C2CC1)C (5,6-dimethyl-4-(1-methyl-1,2,3,4-tetrahydroisoquinolin-2-yl)-2-chloropyrimidine). Run in CN(C=O)C (dimethylformamide). The product is Cl.CC=1C(=NC(=NC1C)NC1=C(C=C(C=C1)F)C)N1C(C2=CC=CC=C2CC1)C (5,6-Dimethyl-2-(2-methyl-4-fluorophenylamino)-4-(1-methyl-1,2,3,4-tetrahydroisoquinolin-2-yl)pyrimidine hydrochloride). Yield: 68.1%. Reaction SMILES: [CH3:1][C:2]1[CH:8]=[C:7]([F:9])[CH:6]=[CH:5][C:3]=1[NH2:4].[CH3:10][C:11]1[C:12]([N:19]2[CH2:28][CH2:27][C:26]3[C:21](=[CH:22][CH:23]=[CH:24][CH:25]=3)[CH:20]2[CH3:29])=[N:13][C:14]([Cl:18])=[N:15][C:16]=1[CH3:17]>CN(C)C=O>[ClH:18].[CH3:10][C:11]1[C:12]([N:19]2[CH2:28][CH2:27][C:26]3[C:21](=[CH:22][CH:23]=[CH:24][CH:25]=3)[CH:20]2[CH3:29])=[N:13][C:14]([NH:4][C:3]2[CH:5]=[CH:6][C:7]([F:9])=[CH:8][C:2]=2[CH3:1])=[N:15][C:16]=1[CH3:17] |f:3.4|. Procedure details: After 2-methyl-4-fluoroaniline(1.1 ml, 9.9 mmol) was added to a mixture solution of 5,6-dimethyl-4-(1-methyl-1,2,3,4-tetrahydroisoquinolin-2-yl)-2-chloropyrimidine(1.4 g, 4.8 mmol) prepared in the above Step 2 and dimethylformamide (10 ml), 1.35 g of the titled compound was obtained in accordance with the same procedure as in Step 2 of Example 1. Reactants: CCOC(C)=O, CCO, Cl, CC(C)(C)OC(=O)N(CCCCC(=O)c1cc2c3c(c1)CCN3C(=O)CC2)CCc1ccccc1. Product: Cl, O=C(CCCCNCCc1ccccc1)c1cc2c3c(c1)CCN3C(=O)CC2. RXN SMILES: [C:1]([O:2][CH2:3][CH3:4])(=[O:5])[CH3:6].[CH3:43][CH2:44][OH:45].[ClH:7].[O:8]=[C:9]([CH2:10][CH2:11][CH2:12][CH2:13][N:14]([C:15](=[O:16])[O:17][C:18]([CH3:19])([CH3:20])[CH3:21])[CH2:22][CH2:23][c:24]1[cH:25][cH:26][cH:27][cH:28][cH:29]1)[c:30]1[cH:31][c:32]2[c:37]3[c:38]([cH:39]1)[CH2:40][CH2:41][N:36]3[C:35](=[O:42])[CH2:34][CH2:33]2>>[ClH:7].[O:8]=[C:9]([CH2:10][CH2:11][CH2:12][CH2:13][NH:14][CH2:22][CH2:23][c:24]1[cH:25][cH:26][cH:27][cH:28][cH:29]1)[c:30]1[cH:31][c:32]2[c:37]3[c:38]([cH:39]1)[CH2:40][CH2:41][N:36]3[C:35](=[O:42])[CH2:34][CH2:33]2. The reactants are diisopropyl ester, CC(C)OC(=O)C(=C1SCC(S1)OC(=O)CCl)C(=O)OC(C)C (diisopropyl 4-chloroacetoxy-1,3-dithiolan-2-ylidene malonate), C(C)NCC (diethylamine). The solvent is O1CCCC1 (tetrahydrofuran). The product is CCN(CC)CC(=O)OC1CSC(=C(C(=O)OC(C)C)C(=O)OC(C)C)S1 (diisopropyl 4-diethylaminoacetoxy- 1,3-dithiolan-2-ylidene malonate). The yield is 74.0%. RXN SMILES: [CH3:1][CH:2]([O:4][C:5]([C:7]([C:18]([O:20][CH:21]([CH3:23])[CH3:22])=[O:19])=[C:8]1[S:12][CH:11]([O:13][C:14]([CH2:16]Cl)=[O:15])[CH2:10][S:9]1)=[O:6])[CH3:3].[CH2:24]([NH:26][CH2:27][CH3:28])[CH3:25]>O1CCCC1>[CH3:25][CH2:24][N:26]([CH2:16][C:14]([O:13][CH:11]1[S:12][C:8](=[C:7]([C:18]([O:20][CH:21]([CH3:23])[CH3:22])=[O:19])[C:5]([O:4][CH:2]([CH3:3])[CH3:1])=[O:6])[S:9][CH2:10]1)=[O:15])[CH2:27][CH3:28]. Procedure details: 3.8 Grams (0.01 mole) of the diisopropyl ester of 4-chloroacetoxy-1,3-dithiolan-2-ylidene malonic acid obtained in Example 2 was dissolved in 50 ml of tetrahydrofuran. To the resulting solution was added 1.5 g (0.02 mole) of diethylamine, and the resulting mixture was refluxed for 3 hours. After the reaction, the formed diethylamine hydrochloride was removed by filtration, and then the tetrahydrofuran was removed by distillation. The residue was washed with water and then extracted with 1 N--HCl... The reactants are BrC(Br)(Br)Br, [Li+], [N-]=[N+]=[N-], OCC1OC(n2cnc3c(O)ncnc32)C(O)C1O, c1ccc(P(c2ccccc2)c2ccccc2)cc1. The product is [N-]=[N+]=NCC1OC(n2cnc3c(O)ncnc32)C(O)C1O. As a reaction SMILES: [C:43]([Br:44])([Br:45])([Br:46])[Br:47].[Li+:23].[N-:20]=[N+:21]=[N-:22].[OH:1][CH2:2][CH:3]1[O:4][CH:5]([n:10]2[cH:11][n:12][c:13]3[c:14]([OH:15])[n:16][cH:17][n:18][c:19]23)[CH:6]([OH:7])[CH:8]1[OH:9].[c:24]1([P:25]([c:26]2[cH:27][cH:28][cH:29][cH:30][cH:31]2)[c:32]2[cH:33][cH:34][cH:35][cH:36][cH:37]2)[cH:38][cH:39][cH:40][cH:41][cH:42]1>>[CH2:2]([CH:3]1[O:4][CH:5]([n:10]2[cH:11][n:12][c:13]3[c:14]([OH:15])[n:16][cH:17][n:18][c:19]23)[CH:6]([OH:7])[CH:8]1[OH:9])[N:20]=[N+:21]=[N-:22]. Starting materials: C(=S)(N1C=NC=C1)N1C=NC=C1 (thiocarbonyldiimidazole), C(Cl)Cl (DCM), C(#N)C1=CC=C(CN2CCN(CC2)C(=O)OC(C)(C)C)C=C1 (tert-Butyl 4-(4-cyanobenzyl)piperazine-1-carboxylate), C(Cl)Cl (DCM). The solvent is C(=O)(C(F)(F)F)O (TFA), CO (MeOH). Run at temperature 80 celsius, time 2 day. The product is C(#N)C1=CC=C(CN2CCN(CC2)C(N)=S)C=C1 (4-(4-Cyanobenzyl)piperazine-1-carbothioamide). The yield is 50.0%. RXN SMILES: [C:1]([C:3]1[CH:22]=[CH:21][C:6]([CH2:7]N2CCN(C(OC(C)(C)C)=O)CC2)=[CH:5][CH:4]=1)#[N:2].[C:23]([N:30]1[CH:34]=[CH:33][N:32]=[CH:31]1)([N:25]1C=CN=C1)=[S:24].[CH2:35](Cl)Cl>C(O)(C(F)(F)F)=O.CO>[C:1]([C:3]1[CH:22]=[CH:21][C:6]([CH2:7][N:32]2[CH2:33][CH2:34][N:30]([C:23](=[S:24])[NH2:25])[CH2:35][CH2:31]2)=[CH:5][CH:4]=1)#[N:2]. Procedure details: A solution of tert-butyl 4-(4-cyanobenzyl)piperazine-1-carboxylate (336, 1.374 g, 4.56 mmol) in DCM (5 mL) and TFA (5 mL) was stirred at room temperature for one hour. The reaction mixture was concentrated and the residue was added to a solution of thiocarbonyldiimidazole (1.21 g, 6.84 mmol, 1.5 equiv.) in dry DCM (20 mL) under N2 at 0° C. Obtained solid was diluted with MeOH (20 mL) and transferred to a pressure vial. Ammonia gas was bubbled in for 10 min and the flask was capped and stirred at... Reactants: N, N1([BH2-])CCCC1.[Li+], C1CN(C[C@@H](C1=O)O)S(=O)(=O)C. The reagents and catalysts are c1ccc(cc1)-c2c3ccccc3cc4ccccc24 (9-Phenylanthracene), CC(C)[O-].CC(C)[O-].CC(C)[O-].CC(C)[O-].[Ti+4] (Ti(OiPr)4). Run at temperature 25 celsius, time 18 hour. Yields the product CS(=O)(=O)N1CC[C@@H](N)[C@@H](O)C1. RXN SMILES: [Li+].[BH3-][N:1]1CCCC1.N.[CH3:2][S:3]([N:6]1[CH2:12][C@H:10]([OH:11])[C:9](=O)[CH2:8][CH2:7]1)(=[O:5])=[O:4]>>[CH3:2][S:3]([N:6]1[CH2:12][C@H:10]([OH:11])[C@H:9]([NH2:1])[CH2:8][CH2:7]1)(=[O:5])=[O:4]. The solvent is ClCCl (dichloromethane), C(Cl)Cl (DCM). Reaction SMILES: [Cl:1][C:2]([F:4])=[CH2:3].[N+](=[CH:7][C:8]([O:10][CH2:11][CH3:12])=[O:9])=[N-]>ClCCl>[Cl:1][C:2]1([F:4])[CH2:3][CH:7]1[C:8]([O:10][CH2:11][CH3:12])=[O:9]. Reactants: tetrakis(triphenylacetate)dirhodium, ClC(=C)F (1-chloro-1-fluoroethene), [N+](=[N-])=CC(=O)OCC (ethyl 2-diazoacetate). Yield: 76.0%. Conditions: time 8 hour. The product is ClC1(C(C1)C(=O)OCC)F (Ethyl 2-chloro-2-fluorocyclopropanecarboxylate). Reported procedure: To a suspension of tetrakis(triphenylacetate)dirhodium (3.66 g) and powdered molecule sieves (45 g) in dichloromethane (2.0 L) was added 1-chloro-1-fluoroethene (82 g, 1.02 mol) at −60° C. The reaction mixture was warmed to −35˜−40° C., ethyl 2-diazoacetate (90 g, 790 mmol) in DCM (200 mL) was added and the reaction mixture was stirred at room temperature overnight. The reaction mixture was filtered and evaporated in vacuo to yield 100 g Ethyl 2-chloro-2-fluorocyclopropanecarboxylate as yellow o...